This data is from the Open Reaction Database (ORD), a public repository of structured organic reaction records. The task is: describe an organic reaction: reactants, conditions, products, and yield Reactants: C[SiH](C)O[SiH](C)C, CC(C)CCC(=O)N1CCCCC1, Cc1ccccc1. Product: CC(C)CC=CN1CCCCC1. As a reaction SMILES: [CH3:14][SiH:15]([CH3:16])[O:17][SiH:18]([CH3:19])[CH3:20].[CH3:1][CH:2]([CH2:3][CH2:4][C:5](=[O:6])[N:7]1[CH2:8][CH2:9][CH2:10][CH2:11][CH2:12]1)[CH3:13].[CH3:21][c:22]1[cH:23][cH:24][cH:25][cH:26][cH:27]1>>[CH3:1][CH:2]([CH2:3][CH:4]=[CH:5][N:7]1[CH2:8][CH2:9][CH2:10][CH2:11][CH2:12]1)[CH3:13]. Starting materials: CCC(CO)=C(C)c1ccc(Br)cc1, CCOC(=O)C(Cc1ccc(O)cc1)OCC. Yields the product CCOC(=O)C(Cc1ccc(OCC(CC)=C(C)c2ccc(Br)cc2)cc1)OCC. Reaction SMILES: [Br:1][c:2]1[cH:3][cH:4][c:5]([C:8](=[C:9]([CH2:10][OH:11])[CH2:12][CH3:13])[CH3:14])[cH:6][cH:7]1.[CH2:15]([CH3:16])[O:17][CH:18]([C:19](=[O:20])[O:21][CH2:22][CH3:23])[CH2:24][c:25]1[cH:26][cH:27][c:28]([OH:31])[cH:29][cH:30]1>>[Br:1][c:2]1[cH:3][cH:4][c:5]([C:8](=[C:9]([CH2:10][O:11][c:28]2[cH:27][cH:26][c:25]([CH2:24][CH:18]([O:17][CH2:15][CH3:16])[C:19](=[O:20])[O:21][CH2:22][CH3:23])[cH:30][cH:29]2)[CH2:12][CH3:13])[CH3:14])[cH:6][cH:7]1. Starting materials: N#CC1(c2ccc([N+](=O)[O-])cc2)CCN(CC(N)=O)CC1, CO, ClCCl, [H][H]. Yields the product N#CC1(c2ccc(N)cc2)CCN(CC(N)=O)CC1. Reaction SMILES: [C:1](#[N:2])[C:3]1([c:13]2[cH:14][cH:15][c:16]([N+:19]([O-:20])=[O:21])[cH:17][cH:18]2)[CH2:4][CH2:5][N:6]([CH2:9][C:10](=[O:11])[NH2:12])[CH2:7][CH2:8]1.[CH3:24][OH:25].[Cl:26][CH2:27][Cl:28].[H:22][H:23]>>[C:1](#[N:2])[C:3]1([c:13]2[cH:14][cH:15][c:16]([NH2:19])[cH:17][cH:18]2)[CH2:4][CH2:5][N:6]([CH2:9][C:10](=[O:11])[NH2:12])[CH2:7][CH2:8]1. Reactants: CC(CC(=O)N1CCC2(CCNC2=O)CC1)(C)C (8-(3,3-dimethyl-butyryl)-2,8-diaza-spiro[4.5]decan-1-one), FC(C(O)C1=CC=C(C=C1)I)(F)F (2,2,2-trifluoro-1-(4-iodo-phenyl)-ethanol). Product: CC(CC(=O)N1CCC2(CCN(C2=O)C2=CC=C(C=C2)C(C(F)(F)F)O)CC1)(C)C (8-(3,3-Dimethyl-butyryl)-2-[4-(2,2,2-trifluoro-1-hydroxy-ethyl)-phenyl]-2,8-diaza-spiro[4.5]decan-1-one). Reaction SMILES: [CH3:1][C:2]([CH3:18])([CH3:17])[CH2:3][C:4]([N:6]1[CH2:16][CH2:15][C:9]2([C:13](=[O:14])[NH:12][CH2:11][CH2:10]2)[CH2:8][CH2:7]1)=[O:5].[F:19][C:20]([F:31])([F:30])[CH:21]([C:23]1[CH:28]=[CH:27][C:26](I)=[CH:25][CH:24]=1)[OH:22]>>[CH3:1][C:2]([CH3:18])([CH3:17])[CH2:3][C:4]([N:6]1[CH2:16][CH2:15][C:9]2([C:13](=[O:14])[N:12]([C:26]3[CH:27]=[CH:28][C:23]([CH:21]([OH:22])[C:20]([F:30])([F:31])[F:19])=[CH:24][CH:25]=3)[CH2:11][CH2:10]2)[CH2:8][CH2:7]1)=[O:5]. Procedure details: This material was prepared in analogy to example 148 step F) from 8-(3,3-dimethyl-butyryl)-2,8-diaza-spiro[4.5]decan-1-one and 2,2,2-trifluoro-1-(4-iodo-phenyl)-ethanol. Light yellow crystalline solid. MS (ESI): 427.3 MH+). Reactants: N1CCC2(CC1)CSC1=C(O2)C2=CC=CC=C2C(C1=O)=O (spiro[naphtho[1,2-b][1,4]oxathiine-2,4′-piperidine]-5,6-dione), BrCC1OCCC1 (2-(bromomethyl)tetrahydrofuran). Yields the product O1C(CCC1)CN1CCC2(CC1)CSC1=C(O2)C2=CC=CC=C2C(C1=O)=O (1′-(tetrahydrofuran-2-ylmethyl)spiro[naphtho[1,2-b][1,4]oxathiine-2,4′-piperidine]-5,6-dione). RXN SMILES: [NH:1]1[CH2:6][CH2:5][C:4]2([O:11][C:10]3[C:12]4[C:17]([C:18](=[O:21])[C:19](=[O:20])[C:9]=3[S:8][CH2:7]2)=[CH:16][CH:15]=[CH:14][CH:13]=4)[CH2:3][CH2:2]1.Br[CH2:23][CH:24]1[CH2:28][CH2:27][CH2:26][O:25]1>>[O:25]1[CH2:26][CH2:27][CH2:28][CH:24]1[CH2:23][N:1]1[CH2:2][CH2:3][C:4]2([O:11][C:10]3[C:12]4[C:17]([C:18](=[O:21])[C:19](=[O:20])[C:9]=3[S:8][CH2:7]2)=[CH:16][CH:15]=[CH:14][CH:13]=4)[CH2:5][CH2:6]1. Procedure: Compound 117 was synthesized using spiro[naphtho[1,2-b][1,4]oxathiine-2,4′-piperidine]-5,6-dione, 2-(bromomethyl)tetrahydrofuran and conditions outlined in procedure V. M.p.=155-159° C.; 400 MHz 1H NMR (CDCl3) δ: 8.05 (d, 1H), 7.75 (d, 1H), 7.65 (t, 1H), 7.5 (t, 1H), 4.1 (m, 1H), 3.9 (m, 1H), 3.75 (m, 1H), 3.0-2.8 (m, 4H), 2.6-2.4 (m, 4H), 2.2-2.1 (m, 2H), 2.1-1.8 (m, 5H), 1.5 (m, 1H); LCMS: 386 [M+H].